From a dataset of the Open Reaction Database (ORD), a public repository of structured organic reaction records. describe an organic reaction: reactants, conditions, products, and yield Reactants: N1(CCCCCC1)CC=1C=C(C=CC1O)C(CNC(C1=CC=CC=C1)=O)C1=CC(=C(C=C1)O)CN1CCCCCC1 (N-[2,2-Bis-(3-azepan-1-ylmethyl-4-hydroxyphenyl)ethyl]-benzamide), C(C(=O)O)(=O)O (oxalic acid), C(C)(=O)OCC (ethyl acetate). Solvent: C(C)O (ethanol). Product: C(C(=O)O)(=O)O.N1(CCCCCC1)CC=1C=C(C=CC1O)C(CNC(C1=CC=CC=C1)=O)C1=CC(=C(C=C1)O)CN1CCCCCC1 (N-[2,2-Bis-(3-azepan-1-ylmethyl-4-hydroxyphenyl)ethyl]-benzamide oxalic acid salt). Yield: 75.7%. Reaction SMILES: [N:1]1([CH2:8][C:9]2[CH:10]=[C:11]([CH:16]([C:27]3[CH:32]=[CH:31][C:30]([OH:33])=[C:29]([CH2:34][N:35]4[CH2:41][CH2:40][CH2:39][CH2:38][CH2:37][CH2:36]4)[CH:28]=3)[CH2:17][NH:18][C:19](=[O:26])[C:20]3[CH:25]=[CH:24][CH:23]=[CH:22][CH:21]=3)[CH:12]=[CH:13][C:14]=2[OH:15])[CH2:7][CH2:6][CH2:5][CH2:4][CH2:3][CH2:2]1.[C:42]([OH:47])(=[O:46])[C:43]([OH:45])=[O:44].C(OCC)(=O)C>C(O)C>[C:42]([OH:47])(=[O:46])[C:43]([OH:45])=[O:44].[N:1]1([CH2:8][C:9]2[CH:10]=[C:11]([CH:16]([C:27]3[CH:32]=[CH:31][C:30]([OH:33])=[C:29]([CH2:34][N:35]4[CH2:36][CH2:37][CH2:38][CH2:39][CH2:40][CH2:41]4)[CH:28]=3)[CH2:17][NH:18][C:19](=[O:26])[C:20]3[CH:25]=[CH:24][CH:23]=[CH:22][CH:21]=3)[CH:12]=[CH:13][C:14]=2[OH:15])[CH2:7][CH2:6][CH2:5][CH2:4][CH2:3][CH2:2]1 |f:4.5|. Reported procedure: A solution of the product from Example 16 (0.94 g, 1.79 mmol) and oxalic acid (0.26 g, 2.00 mmol) in 5 mL ethanol was triturated with ethyl acetate. The solid which formed was collected by filtration and dried under vacuum at 75° C. to give the title compound (0.875 g, 66%) as a white solid. Starting materials: COC(C(CC1=CC(=C(C=C1)O)Br)NC(C)=O)=O (2-Acetylamino-3-(3-bromo-4-hydroxy-phenyl)-propionic acid methyl ester), P(OCC)(OCC)[O-] (diethyl phosphite), CN1CCOCC1 (4-methylmorpholine), Pd(Ph3)4. Solvent: C1(=CC=CC=C1)C (toluene), CC#N (MeCN), [NH4+].[Cl-] (NH4Cl). Reaction conditions: temperature 100 celsius, time 2 day. Yields the product COC(C(CC1=CC(=C(C=C1)O)P(=O)(OCC)OCC)NC(C)=O)=O (2-Acetylamino-3-[3-(diethoxy-phosphoryl)-4-hydroxy-phenyl]-propionic Acid Methyl Ester). As a reaction SMILES: [CH3:1][O:2][C:3](=[O:18])[CH:4]([NH:14][C:15](=[O:17])[CH3:16])[CH2:5][C:6]1[CH:11]=[CH:10][C:9]([OH:12])=[C:8](Br)[CH:7]=1.[P:19]([O-:26])([O:23][CH2:24][CH3:25])[O:20][CH2:21][CH3:22].CN1CCOCC1>C1(C)C=CC=CC=1.CC#N.[NH4+].[Cl-]>[CH3:1][O:2][C:3](=[O:18])[CH:4]([NH:14][C:15](=[O:17])[CH3:16])[CH2:5][C:6]1[CH:11]=[CH:10][C:9]([OH:12])=[C:8]([P:19]([O:23][CH2:24][CH3:25])([O:20][CH2:21][CH3:22])=[O:26])[CH:7]=1 |f:5.6|. Procedure details: To 2-Acetylamino-3-(3-bromo-4-hydroxy-phenyl)-propionic acid methyl ester (3 g, 9 mmol), diethyl phosphite (1.6 ml, 11 mmol) and 4-methylmorpholine (1.5 mL, 13.5 mmol) in toluene (10 mL) and MeCN (10 mL) was added Pd(Ph3)4 (0.5 g, 0.45 mmol). The mixture was allowed to stir for two days at 100° C. It was then diluted with saturated NH4Cl and extracted with EtOAc. The organic layer was dried over magnesium sulfate, concentrated , and chromatographed over silica gel (5% MeOH/CHCl3) to an oil. MS [... Starting materials: CCOC(=O)C(CCC#N)C(=O)OCC, O=[N+]([O-])c1cc(Br)cnc1Cl, Cl, [H-], [Na+], C1CCOC1, O. Product: CCOC(=O)C(CCC#N)(C(=O)OCC)c1ncc(Br)cc1[N+](=O)[O-]. RXN SMILES: [CH2:1]([CH3:2])[O:3][C:4]([CH:5]([C:6](=[O:7])[O:8][CH2:9][CH3:10])[CH2:11][CH2:12][C:13]#[N:14])=[O:15].[Cl:18][c:19]1[n:20][cH:21][c:22]([Br:28])[cH:23][c:24]1[N+:25](=[O:26])[O-:27].[ClH:29].[H-:16].[Na+:17].[O:30]1[CH2:31][CH2:32][CH2:33][CH2:34]1.[OH2:35]>>[CH2:1]([CH3:2])[O:3][C:4]([C:5]([C:6](=[O:7])[O:8][CH2:9][CH3:10])([CH2:11][CH2:12][C:13]#[N:14])[c:19]1[n:20][cH:21][c:22]([Br:28])[cH:23][c:24]1[N+:25](=[O:26])[O-:27])=[O:15].